From a dataset of the Open Reaction Database (ORD), a public repository of structured organic reaction records. describe an organic reaction: reactants, conditions, products, and yield Reactants: C1(=CC=CC=C1)NC1=NC=CC(=N1)C1=CC=NC=C1 (N-phenyl-4-(4-pyridinyl)-2-pyrimidinamine), ClCCl (dichloromethane), ClCCl (dichloromethane). The product is Cl.Cl.C1(=CC=CC=C1)NC1=NC=CC(=N1)C1=CC=NC=C1 (N-Phenyl-4-(4-pyridinyl)-2-pyrimidinamine, dihydrochloride). As a reaction SMILES: [C:1]1([NH:7][C:8]2[N:13]=[C:12]([C:14]3[CH:19]=[CH:18][N:17]=[CH:16][CH:15]=3)[CH:11]=[CH:10][N:9]=2)[CH:6]=[CH:5][CH:4]=[CH:3][CH:2]=1.[Cl:20]CCl>>[ClH:20].[ClH:20].[C:1]1([NH:7][C:8]2[N:13]=[C:12]([C:14]3[CH:15]=[CH:16][N:17]=[CH:18][CH:19]=3)[CH:11]=[CH:10][N:9]=2)[CH:6]=[CH:5][CH:4]=[CH:3][CH:2]=1 |f:2.3.4|. Reported procedure: A 2.0 g amount of N-phenyl-4-(4-pyridinyl)-2-pyrimidinamine was dissolved in 70 ml of dichloromethane with warming. The solution was cooled to room temperature, then hydrogen chloride gas was bubbled in to give a brick red precipitate. The mixture became very thick and more dichloromethane was added. The precipitate was collected, air dried, then dried in vacuo and gave 2.63 g of the desired product as red-orange crystals, mp 259°-262° C. The reactants are C(C)OC(C(CC1=C(C=C(C=C1)NC)[N+](=O)[O-])C(=O)OCC)=O (Ethyl-α-carbethoxy-4-methylamino-2-nitrodihydrocinnamate), [H][H] (hydrogen). The reagents and catalysts are [Pd] (Pd on charcoal). Run in O1CCOCC1 (dioxane). Product: CNC1=CC=C2CC(C(NC2=C1)=O)C(=O)OCC (7-Methylamino-3-carbethoxy-3,4-dihydro-2-quinolone). Isolated yield 25.1%. Reaction SMILES: [CH2:1]([O:3][C:4](=[O:23])[CH:5]([C:18](OCC)=[O:19])[CH2:6][C:7]1[CH:12]=[CH:11][C:10]([NH:13][CH3:14])=[CH:9][C:8]=1[N+:15]([O-])=O)[CH3:2].[H][H]>[Pd].O1CCOCC1>[CH3:14][NH:13][C:10]1[CH:9]=[C:8]2[C:7]([CH2:6][CH:5]([C:4]([O:3][CH2:1][CH3:2])=[O:23])[C:18](=[O:19])[NH:15]2)=[CH:12][CH:11]=1. Reported procedure: A mixture of 2.6 g of the diester (4), of 10% Pd on charcoal and 75 mL of dioxane were shaken under 50 psi of hydrogen for 17 hours at 50° C. The catalyst was removed by filtering through Celite and the solvent was removed. The residue was chromatographed on 200 g of silica gel eluting with 3:17 (v/v) acetone: CH2Cl2. Fractions 75-120 (17 mL/fraction) were combined and concentrated to yield 0.5 g of a white powder. Recrystallization from MeOH-H2O produced an analytical sample, m.p. 171°-172° C.